Dataset: the Open Reaction Database (ORD), a public repository of structured organic reaction records. Task: describe an organic reaction: reactants, conditions, products, and yield The reactants are CN(C)c1ccncc1, CN(C)C=O, O=[N+]([O-])c1cccnc1Cl, CN1CCC(c2cccc3ccc(N)cc23)CC1. Product: CN1CCC(c2cccc3ccc(Nc4ncccc4[N+](=O)[O-])cc23)CC1. Reaction SMILES: [CH3:29][N:30]([CH3:31])[c:32]1[cH:33][cH:34][n:35][cH:36][cH:37]1.[CH3:38][N:39]([CH3:40])[CH:41]=[O:42].[Cl:19][c:20]1[n:21][cH:22][cH:23][cH:24][c:25]1[N+:26](=[O:27])[O-:28].[NH2:1][c:2]1[cH:3][cH:4][c:5]2[cH:6][cH:7][cH:8][c:9]([CH:12]3[CH2:13][CH2:14][N:15]([CH3:18])[CH2:16][CH2:17]3)[c:10]2[cH:11]1>>[NH:1]([c:2]1[cH:3][cH:4][c:5]2[cH:6][cH:7][cH:8][c:9]([CH:12]3[CH2:13][CH2:14][N:15]([CH3:18])[CH2:16][CH2:17]3)[c:10]2[cH:11]1)[c:20]1[n:21][cH:22][cH:23][cH:24][c:25]1[N+:26](=[O:27])[O-:28]. The reactants are Cl.Cl.Cl.NC=1C=C(C=NC1)C1N2CCC(C1)CC2 (2-(5-amino-3-pyridyl)-1-azabicyclo[2.2.2]octane trihydrochloride), N(=O)OCCC(C)C (isoamyl nitrite), C(C)(C)O (isopropanol), C(Cl)(Cl)Cl (chloroform). The product is Cl.Cl.C(C)(C)OC=1C=C(C=NC1)C1N2CCC(C1)CC2 (2-(5-isopropoxy-3-pyridyl)-1-azabicyclo[2.2.2]octane dihydrochloride). Isolated yield 55.0%. Reaction SMILES: [ClH:1].Cl.Cl.N[C:5]1[CH:6]=[C:7]([CH:11]2[CH2:16][CH:15]3[CH2:17][CH2:18][N:12]2[CH2:13][CH2:14]3)[CH:8]=[N:9][CH:10]=1.N(OCCC(C)C)=O.C(Cl)(Cl)[Cl:28].[CH:31]([OH:34])([CH3:33])[CH3:32]>>[ClH:28].[ClH:1].[CH:31]([O:34][C:5]1[CH:6]=[C:7]([CH:11]2[CH2:16][CH:15]3[CH2:17][CH2:18][N:12]2[CH2:13][CH2:14]3)[CH:8]=[N:9][CH:10]=1)([CH3:33])[CH3:32] |f:0.1.2.3,7.8.9|. Procedure details: To a stirred solution of 2-(5-amino-3-pyridyl)-1-azabicyclo[2.2.2]octane trihydrochloride (50 mg, 0.16 mmol) in dry isopropanol (5 mL) was added isoamyl nitrite (0.1 mL, 0.97 mmol) and the reaction mixture was refluxed for 2 h. When TLC analysis of the reaction mixture showed the absence of starting material, the mixture was allowed to warm to ambient temperature and then the solvent was removed under vacuum. A white solid was obtained upon the addition of dry diethyl ether. The solid was dissol... Starting materials: [Br-], CC[Mg+], Nc1ccc(OCc2ccccc2)cc1, C1CCOC1, N#Cc1ccc(Cl)cc1Cl, Cl, O. The product is N=C(Nc1ccc(OCc2ccccc2)cc1)c1ccc(Cl)cc1Cl. Reaction SMILES: [Br-:17].[CH2:18]([Mg+:19])[CH3:20].[CH2:2]([c:3]1[cH:4][cH:5][cH:6][cH:7][cH:8]1)[O:9][c:10]1[cH:11][cH:12][c:13]([NH2:14])[cH:15][cH:16]1.[CH2:32]1[O:33][CH2:34][CH2:35][CH2:36]1.[Cl:21][c:22]1[c:23]([C:24]#[N:25])[cH:26][cH:27][c:28]([Cl:30])[cH:29]1.[ClH:1].[OH2:31]>>[CH2:2]([c:3]1[cH:4][cH:5][cH:6][cH:7][cH:8]1)[O:9][c:10]1[cH:11][cH:12][c:13]([NH:14][C:24]([c:23]2[c:22]([Cl:21])[cH:29][c:28]([Cl:30])[cH:27][cH:26]2)=[NH:25])[cH:15][cH:16]1. Reactants: C(CCC)SC1=NC=CC(=N1)Cl (2-butylsulfanyl-4-chloro-pyrimidine), CN1CCCC1=O (NMP), [N+](=O)([O-])C1=C2C=NNC2=CC=C1 (4-nitro-1H-indazole), [H-].[Na+] (NaH). Solvent: O (water). Run at time 8 hour. The product is C(CCC)SC1=NC=CC(=N1)N1N=CC2=C(C=CC=C12)[N+](=O)[O-] (1-(2-butylsulfanyl-pyrimidin-4-yl)-4-nitro-1H-indazole). Isolated yield 47.5%. Reaction SMILES: [CH2:1]([S:5][C:6]1[N:11]=[C:10](Cl)[CH:9]=[CH:8][N:7]=1)[CH2:2][CH2:3][CH3:4].[N+:13]([C:16]1[CH:24]=[CH:23][CH:22]=[C:21]2[C:17]=1[CH:18]=[N:19][NH:20]2)([O-:15])=[O:14].[H-].[Na+].CN1C(=O)CCC1>O>[CH2:1]([S:5][C:6]1[N:11]=[C:10]([N:20]2[C:21]3[C:17](=[C:16]([N+:13]([O-:15])=[O:14])[CH:24]=[CH:23][CH:22]=3)[CH:18]=[N:19]2)[CH:9]=[CH:8][N:7]=1)[CH2:2][CH2:3][CH3:4] |f:2.3|. Reported procedure: To a flask loaded with 2-butylsulfanyl-4-chloro-pyrimidine (202 mg) was added 4-nitro-1H-indazole (228 mg), followed by NaH (60% dispersion in mineral oil, 84 mg) and NMP (4 mL). The resulting mixture was stirred at RT overnight, water added, and the mixture extracted with EtOAc. The combined organic extracts were washed with water, dried over Na2SO4, filtered and evaporated under reduced pressure. The crude residue was purified by flash chromatography (hexane/EtOAc, 80:20) to give 1-(2-butylsul... Reactants: CN(C)C=O, CC#N, O=C(Cl)C(=O)Cl, NC(=O)CN1CCCC1=O, c1ccncc1. Yields the product N#CCN1CCCC1=O. As a reaction SMILES: [CH3:1][N:2]([CH3:3])[CH:4]=[O:5].[CH3:28][C:29]#[N:30].[Cl:6][C:7]([C:8]([Cl:9])=[O:10])=[O:11].[O:12]=[C:13]1[N:14]([CH2:18][C:19](=[O:20])[NH2:21])[CH2:15][CH2:16][CH2:17]1.[cH:22]1[cH:23][cH:24][n:25][cH:26][cH:27]1>>[O:12]=[C:13]1[N:14]([CH2:18][C:19]#[N:21])[CH2:15][CH2:16][CH2:17]1. Reactants: C[Si](C)(C)P(OCC)([O-])C(OCC)OCC (ethyl trimethylsilyl(diethoxymethyl)phosphonite), C(=C)C(=O)C (methyl vinyl ketone), C(Cl)(Cl)Cl (chloroform). Solvent: O (water). Reaction conditions: temperature 50 celsius, time 0.5 hour. The product is O=C(CCP(OCC)(=O)C(OCC)OCC)C (ethyl 3-oxobutyl(diethoxymethyl)phosphinate). As a reaction SMILES: C[Si]([PH:5]([CH:10]([O:14][CH2:15][CH3:16])[O:11][CH2:12][CH3:13])([O-:9])[O:6][CH2:7][CH3:8])(C)C.[CH:17]([C:19]([CH3:21])=[O:20])=[CH2:18].C(Cl)(Cl)Cl>O>[O:20]=[C:19]([CH3:21])[CH2:17][CH2:18][P:5]([CH:10]([O:14][CH2:15][CH3:16])[O:11][CH2:12][CH3:13])(=[O:9])[O:6][CH2:7][CH3:8]. Procedure details: 15.0 g of ethyl trimethylsilyl(diethoxymethyl)phosphonite are added dropwise to a stirred solution of 3.9 g of methyl vinyl ketone under an atmosphere of nitrogen at room temperature. The mixture is then heated to 50° C. for a period of 1 hour. The mixture is then allowed to cool to room temperature, 25 ml of chloroform is then added followed by 10 ml water and this mixture is vigorously stirred for a period of 0.5 h. The organic layer is then separated, dried over magnesium sulphate and concent... Starting materials: ClCCl, CC(C)(C)OC(=O)NC1(C(=O)NC(Cc2ccc(-c3ccc(C(F)(F)F)cc3)cc2)C(N)=O)CCOCC1, CCS(=O)(=O)c1ccc(-c2ccc(CC(NC(=O)C3(NC(=O)OC(C)(C)C)CCOCC3)C(N)=O)cc2)cc1. The product is CCS(=O)(=O)c1ccc(-c2ccc(CC(C#N)NC(=O)C3(NC(=O)OC(C)(C)C)CCOCC3)cc2)cc1. RXN SMILES: [Cl:78][CH2:79][Cl:80].[NH2:1][C:2](=[O:3])[CH:4]([NH:5][C:6]([C:7]1([NH:8][C:9](=[O:10])[O:11][C:12]([CH3:13])([CH3:14])[CH3:15])[CH2:16][CH2:17][O:18][CH2:19][CH2:20]1)=[O:21])[CH2:22][c:23]1[cH:24][cH:25][c:26](-[c:27]2[cH:28][cH:29][c:30]([C:31]([F:32])([F:33])[F:34])[cH:35][cH:36]2)[cH:37][cH:38]1.[NH2:39][C:40]([CH:41]([CH2:42][c:43]1[cH:44][cH:45][c:46](-[c:49]2[cH:50][cH:51][c:52]([S:55](=[O:56])(=[O:57])[CH2:58][CH3:59])[cH:53][cH:54]2)[cH:47][cH:48]1)[NH:60][C:61](=[O:62])[C:63]1([NH:69][C:70]([O:71][C:72]([CH3:73])([CH3:74])[CH3:75])=[O:76])[CH2:64][CH2:65][O:66][CH2:67][CH2:68]1)=[O:77]>>[N:39]#[C:40][CH:41]([CH2:42][c:43]1[cH:44][cH:45][c:46](-[c:49]2[cH:50][cH:51][c:52]([S:55](=[O:56])(=[O:57])[CH2:58][CH3:59])[cH:53][cH:54]2)[cH:47][cH:48]1)[NH:60][C:61](=[O:62])[C:63]1([NH:69][C:70]([O:71][C:72]([CH3:73])([CH3:74])[CH3:75])=[O:76])[CH2:64][CH2:65][O:66][CH2:67][CH2:68]1. The reactants are C(C)(C)N(C(C)C)CC (N,N-diisopropylethyl amine), O[C@H]1C(=C(CCC1)C1=C(C=C(C(=O)N2CC=3N(CC4=C2C=CC=C4)C(=CC3)C(=O)O)C=C1)C)C (10-[4-((3R)-3-hydroxy-2-methyl-cyclohex-1-en-1-yl)-3-methyl-benzoyl]-10,11-dihydro-5H-pyrrolo [2,1-c][1,4]benzodiazepine-3-carboxylic acid), Cl.C(C)N=C=N (3-ethylcarbodiimide hydrochloride), CN1CCNCC1 (N-methyl piperazine), ON1N=NC2=C1C=CC=C2 (1-hydroxy benzotriazole). Run in C(C)(=O)OCC (ethyl acetate), amine. Reaction conditions: time 18 hour. Yields the product O[C@H]1C(=C(CCC1)C1=C(C=C(C=C1)C(=O)N1CC=2N(CC3=C1C=CC=C3)C(=CC2)C(=O)N2CCN(CC2)C)C)C ([4-((3R)-3-Hydroxy-2-methyl-cyclohex-1-en-1-yl)-3-methyl-phenyl]-[3-(4-methyl-piperazine-1-carbonyl)-10,11-dihydro-5H-pyrrolo [2,1-c][1,4]benzodiazepin-10-yl]-methanone). Yield: 84.8%. Reaction SMILES: [OH:1][C@@H:2]1[CH2:7][CH2:6][CH2:5][C:4]([C:8]2[CH:32]=[CH:31][C:11]([C:12]([N:14]3[C:20]4[CH:21]=[CH:22][CH:23]=[CH:24][C:19]=4[CH2:18][N:17]4[C:25]([C:28](O)=[O:29])=[CH:26][CH:27]=[C:16]4[CH2:15]3)=[O:13])=[CH:10][C:9]=2[CH3:33])=[C:3]1[CH3:34].[CH3:35][N:36]1CCNC[CH2:37]1.ON1C2C=CC=CC=2N=N1.Cl.[CH2:53]([N:55]=[C:56]=N)[CH3:54].C(N(CC)C(C)C)(C)C>C(OCC)(=O)C>[OH:1][C@@H:2]1[CH2:7][CH2:6][CH2:5][C:4]([C:8]2[CH:32]=[CH:31][C:11]([C:12]([N:14]3[C:20]4[CH:21]=[CH:22][CH:23]=[CH:24][C:19]=4[CH2:18][N:17]4[C:25]([C:28]([N:55]5[CH2:53][CH2:54][N:36]([CH3:37])[CH2:35][CH2:56]5)=[O:29])=[CH:26][CH:27]=[C:16]4[CH2:15]3)=[O:13])=[CH:10][C:9]=2[CH3:33])=[C:3]1[CH3:34] |f:3.4|. Procedure details: 10-[4-((3R)-3-Hydroxy-2-methyl-cyclohex-1-enyl)-3-methyl-benzoyl]-10,11-dihydro-5H-pyrrolo[2,1-c][1,4]benzodiazepine-3-carboxylic acid of Step B (0.200 g, 0.438 mmol), N-methyl piperazine (0.058 mL, 0.526 mmol), 1-hydroxy benzotriazole (0.065 g, 0.482 mmol) and 1-[3-dimethylamino)propyl]-3-ethylcarbodiimide hydrochloride (0.092 g, 0.482 mmol) were combined in amine-free N,N-dimethylformamide (1.8 mL), followed by addition of N,N-diisopropylethyl amine (0.114 mL, 0.657 mmol). The reaction was sti... Reactants: ICCO (2-iodoethyl alcohol), CN1CCN(CC1)C=1OC2=C(N1)C=CC=C2 (2-(4-methyl-1-piperazinyl)-benzoxazole), ICCO (2 -iodoethyl alcohol). Solvent: CN(C)C=O (DMF). Reaction conditions: time 1 hour. Yields the product [I-].OCC[N+]1(CCN(CC1)C=1OC2=C(N1)C=CC=C2)C (1-(2-Hydroxyethyl)-1-methyl-4-(benzoxazol-2-yl)piperazinium iodide). As a reaction SMILES: [CH3:1][N:2]1[CH2:7][CH2:6][N:5]([C:8]2[O:9][C:10]3[CH:16]=[CH:15][CH:14]=[CH:13][C:11]=3[N:12]=2)[CH2:4][CH2:3]1.[I:17][CH2:18][CH2:19][OH:20]>CN(C=O)C>[I-:17].[OH:20][CH2:19][CH2:18][N+:2]1([CH3:1])[CH2:3][CH2:4][N:5]([C:8]2[O:9][C:10]3[CH:16]=[CH:15][CH:14]=[CH:13][C:11]=3[N:12]=2)[CH2:6][CH2:7]1 |f:3.4|. Procedure details: A 435 mg portion of 2-(4-methyl-1-piperazinyl)-benzoxazole was dissolved in 3 ml of DMF. Under cooling with ice, 0.24 ml of 2-iodoethyl alcohol was added to the thus prepared solution, and the reaction was carried out for 1 hour at the same temperature and then for 17 hours at room temperature, followed by further addition of 0.48 ml 2 -iodoethyl alcohol and subsequent 21 hours of reaction at 50° C. The reaction mixture was concentrated under a reduced pressure, and 5 ml of acetone was added to ... The reactants are C([C@@H]([C@@H]1C(=C(C(=O)O1)O)O)O)O (ester C), ClC(=O)OC1=CC=C(C=C1)C(NCCC1=CC=C(C=C1)Cl)=O (4-[2-(4-chloro-phenyl)-ethylcarbamoyl]-phenyl chloroformate), O1C(CCC1)CN1CCNCC1 (1-(tetrahydrofuran-2-ylmethyl)-piperazine), amide, [K+].[Br-] (KBr). Product: ClC1=CC=C(C=C1)CCNC(=O)C1=CC=C(C=C1)OC(=O)N1CCN(CC1)CC1OCCC1 (4-(Tetrahydro-furan-2-ylmethyl)-piperazine-1-carboxylic acid 4-[2-(4-chloro-phenyl)-ethylcarbamoyl]-phenyl ester). The yield is 12.0%. Reaction SMILES: Cl[C:2]([O:4][C:5]1[CH:10]=[CH:9][C:8]([C:11](=[O:22])[NH:12][CH2:13][CH2:14][C:15]2[CH:20]=[CH:19][C:18]([Cl:21])=[CH:17][CH:16]=2)=[CH:7][CH:6]=1)=[O:3].[O:23]1[CH2:27][CH2:26][CH2:25][CH:24]1[CH2:28][N:29]1[CH2:34][CH2:33][NH:32][CH2:31][CH2:30]1.[K+].[Br-].C(O)[C@H](O)[C@H]1OC(=O)C(O)=C1O>>[Cl:21][C:18]1[CH:19]=[CH:20][C:15]([CH2:14][CH2:13][NH:12][C:11]([C:8]2[CH:9]=[CH:10][C:5]([O:4][C:2]([N:32]3[CH2:31][CH2:30][N:29]([CH2:28][CH:24]4[CH2:25][CH2:26][CH2:27][O:23]4)[CH2:34][CH2:33]3)=[O:3])=[CH:6][CH:7]=2)=[O:22])=[CH:16][CH:17]=1 |f:2.3|. Procedure details: The title compound was prepared from 4-[2-(4-chloro-phenyl)-ethylcarbamoyl]-phenyl chloroformate and 1-(tetrahydrofuran-2-ylmethyl)-piperazine, yield 12%. White crystals, m.p. 220-221° C.; IR (KBr): ν 1708 (ester C═O), 1660 (amide C═O) cm−1.